From a dataset of the Open Reaction Database (ORD), a public repository of structured organic reaction records. describe an organic reaction: reactants, conditions, products, and yield Starting materials: C(C)[SiH](CC)CC (triethylsilane), ferric chloride, COC(COC1=C2CCCC2=C(C=C1)CCC1=CC=C(C=C1)C1=CC=C(C=C1)C(F)(F)F)=O ({7-[2-(4′-Trifluoromethyl-biphenyl-4-yl)-ethyl]-indan-4-yloxy}-acetic acid methyl ester), 7-[2-(4′-Trifluoromethyl-biphenyl-4-yl-acetyl]-indan-4-yloxy}-acetic acid methyl ester, compound 91D, FC(C1=CC=C(C=C1)C1=CC=C(C=C1)CC(=O)Cl)(F)F ((4′-Trifluoromethyl-biphenyl-4-yl)-acetyl chloride), COC(COC1=C2CCCC2=C(C=C1)CCC1=CC=C(C=C1)C1=CC=C(C=C1)C(F)(F)F)=O ({7-[2-(4′-Trifluoromethyl-biphenyl-4-yl)-ethyl]-indan-4-yloxy}-acetic acid methyl ester), COC(COC1=C2CCCC2=C(C=C1)CCC1=CC=C(C=C1)C1=CC=C(C=C1)C(F)(F)F)=O ({7-[2-(4′-Trifluoromethyl-biphenyl-4-yl)-ethyl]-indan-4-yloxy}-acetic acid methyl ester), 91D, ice, COC(COC1=C2CCCC2=CC=C1)=O ((Indan-4-yloxy)-acetic acid methyl ester), ice. The solvent is ClCCCl (1,2-dichloro-ethane), FC(C(=O)O)(F)F (trifluoroacetic acid), O (water), ClCCCl (1,2-dichloro-ethane), [Cl-].[Na+].O (brine). The product is FC(C1=CC=C(C=C1)C1=CC=C(C=C1)CCC=1C=CC(=C2CCCC12)OCC(=O)O)(F)F ({7-[2-(4′-Trifluoromethyl-biphenyl-4-yl)-ethyl]-indan-4-yloxy}-acetic acid). Reaction SMILES: FC(F)(F)C1C=CC(C2C=CC(CC(Cl)=O)=CC=2)=CC=1.COC(=O)COC1C=CC=C2C=1CCC2.C[O:37][C:38](=[O:68])[CH2:39][O:40][C:41]1[CH:49]=[CH:48][C:47]([CH2:50][CH2:51][C:52]2[CH:57]=[CH:56][C:55]([C:58]3[CH:63]=[CH:62][C:61]([C:64]([F:67])([F:66])[F:65])=[CH:60][CH:59]=3)=[CH:54][CH:53]=2)=[C:46]2[C:42]=1[CH2:43][CH2:44][CH2:45]2.C([SiH](CC)CC)C>ClCCCl.[Cl-].[Na+].O.FC(F)(F)C(O)=O.O>[F:65][C:64]([F:66])([F:67])[C:61]1[CH:60]=[CH:59][C:58]([C:55]2[CH:56]=[CH:57][C:52]([CH2:51][CH2:50][C:47]3[CH:48]=[CH:49][C:41]([O:40][CH2:39][C:38]([OH:68])=[O:37])=[C:42]4[C:46]=3[CH2:45][CH2:44][CH2:43]4)=[CH:53][CH:54]=2)=[CH:63][CH:62]=1 |f:5.6.7|. Reported procedure: Preparation of (Indan-4-yloxy)-acetic acid methyl ester (compound 91A) Compound 91A was prepared from indan-4-ol and bromo-acetic acid methyl ester in the manner analogous to Example 1C. 400 MHz 1H NMR (DMSO-d6) δ 7.00 (t, 1H, J=7.8 Hz), 6.79 (d, 1H, J=7.3 Hz), 6.56 (d, 1H, J=8.1 Hz), 4.74 (s, 2H), 3.63 (s, 3H), 2.77 (m, 4H), 1.95 (m, 2H). Step 2. Preparation of (4′-Trifluoromethyl-biphenyl-4-yl)-acetic acid (compound 91B) A mixture of (4-bromo-phenyl)-acetic acid (10.2 g, 47.4 mmol), 4-trifluor... Reactants: CN1C=NC2=C1C=CC(=C2)C(=O)OCC (Ethyl 1-methyl-1H-benzimidazole-5-carboxylate), C(CC(O)(C(=O)O)CC(=O)O)(=O)O (citric acid), [OH-].[Na+] (sodium hydroxide), Cl (hydrochloric acid). The solvent is CC(C)O (2-propanol). Yields the product CN1C=NC2=C1C=CC(=C2)C(=O)O (1-Methyl-1H-benzimidazole-5-carboxylic acid). Isolated yield 86.2%. As a reaction SMILES: [CH3:1][N:2]1[C:6]2[CH:7]=[CH:8][C:9]([C:11]([O:13]CC)=[O:12])=[CH:10][C:5]=2[N:4]=[CH:3]1.[OH-].[Na+].Cl.C(O)(=O)CC(CC(O)=O)(C(O)=O)O>CC(O)C>[CH3:1][N:2]1[C:6]2[CH:7]=[CH:8][C:9]([C:11]([OH:13])=[O:12])=[CH:10][C:5]=2[N:4]=[CH:3]1 |f:1.2|. Procedure: Ethyl 1-methyl-1H-benzimidazole-5-carboxylate (800 mg, 3.92 mmol) prepared in the Step 1-1-4 was suspended in 2-propanol (10 ml), and a 1 mol/L sodium hydroxide aqueous solution (10 ml) was added thereto. The mixture was heated under reflux for one hour. After being allowed to cool, the mixture was neutralized with 1 mol/L hydrochloric acid. The resulting mixture was then acidified with citric acid, separated by filtration, and washed with a small quantity of water. Then, the resulting product w... Reactants: CC(c1cccc2ccccc12)N(CC1CCN(c2cccc(C(=O)O)n2)CC1c1ccccc1)C(=O)OC(C)(C)C, CCOC(C)=O, CCOC(C)=O, CC(C)OC(C)C, Cl. Yields the product Cl, CC(NCC1CCN(c2cccc(C(=O)O)n2)CC1c1ccccc1)c1cccc2ccccc12. As a reaction SMILES: [C:1]([O:2][C:3](=[O:4])[N:8]([CH:9]([CH3:10])[c:11]1[cH:12][cH:13][cH:14][c:15]2[cH:16][cH:17][cH:18][cH:19][c:20]12)[CH2:21][CH:22]1[CH:23]([c:37]2[cH:38][cH:39][cH:40][cH:41][cH:42]2)[CH2:24][N:25]([c:28]2[cH:29][cH:30][cH:31][c:32]([C:34](=[O:35])[OH:36])[n:33]2)[CH2:26][CH2:27]1)([CH3:5])([CH3:6])[CH3:7].[C:43]([O:44][CH2:45][CH3:46])(=[O:47])[CH3:48].[CH3:57][CH2:58][O:59][C:60](=[O:61])[CH3:62].[CH:50]([O:51][CH:52]([CH3:53])[CH3:54])([CH3:55])[CH3:56].[ClH:49]>>[ClH:49].[NH:8]([CH:9]([CH3:10])[c:11]1[cH:12][cH:13][cH:14][c:15]2[cH:16][cH:17][cH:18][cH:19][c:20]12)[CH2:21][CH:22]1[CH:23]([c:37]2[cH:38][cH:39][cH:40][cH:41][cH:42]2)[CH2:24][N:25]([c:28]2[cH:29][cH:30][cH:31][c:32]([C:34](=[O:35])[OH:36])[n:33]2)[CH2:26][CH2:27]1. Starting materials: BrC1=NC=CC(=C1)[C@H](CC)NC(=O)C=1C2=C(C=NC1)N(N=C2)C2=CC=C(C=C2)F (1-(4-fluorophenyl)-1H-pyrazolo[3,4-c]pyridine-4-carboxylic acid [(S)-1-(2-bromo-pyridin-4-yl)-propyl]-amide), vinylboranic anhydride pyridine, C1CCOC1 (THF). The reagents and catalysts are C=1C=CC(=CC1)[P](C=2C=CC=CC2)(C=3C=CC=CC3)[Pd]([P](C=4C=CC=CC4)(C=5C=CC=CC5)C=6C=CC=CC6)([P](C=7C=CC=CC7)(C=8C=CC=CC8)C=9C=CC=CC9)[P](C=1C=CC=CC1)(C=1C=CC=CC1)C=1C=CC=CC1 (tetrakistriphenylphosphinepalladium(0)). The solvent is C([O-])([O-])=O.[Na+].[Na+] (sodium carbonate), CCOC(=O)C (EtOAc). Run at time 18 hour. Product: C(=C)C1=NC=CC(=C1)[C@H](CC)NC(=O)C=1C2=C(C=NC1)N(N=C2)C2=CC=C(C=C2)F (1-(4-fluorophenyl)-1H-pyrazolo[3,4-c]pyridine-4-carboxylic acid [(S)-1-(2-vinyl-pyridin-4-yl)-propyl]-amide). Reaction SMILES: Br[C:2]1[CH:7]=[C:6]([C@@H:8]([NH:11][C:12]([C:14]2[C:15]3[CH:22]=[N:21][N:20]([C:23]4[CH:28]=[CH:27][C:26]([F:29])=[CH:25][CH:24]=4)[C:16]=3[CH:17]=[N:18][CH:19]=2)=[O:13])[CH2:9][CH3:10])[CH:5]=[CH:4][N:3]=1.[CH2:30]1COC[CH2:31]1>C(=O)([O-])[O-].[Na+].[Na+].CCOC(C)=O.C1C=CC([P]([Pd]([P](C2C=CC=CC=2)(C2C=CC=CC=2)C2C=CC=CC=2)([P](C2C=CC=CC=2)(C2C=CC=CC=2)C2C=CC=CC=2)[P](C2C=CC=CC=2)(C2C=CC=CC=2)C2C=CC=CC=2)(C2C=CC=CC=2)C2C=CC=CC=2)=CC=1>[CH:30]([C:2]1[CH:7]=[C:6]([C@@H:8]([NH:11][C:12]([C:14]2[C:15]3[CH:22]=[N:21][N:20]([C:23]4[CH:28]=[CH:27][C:26]([F:29])=[CH:25][CH:24]=4)[C:16]=3[CH:17]=[N:18][CH:19]=2)=[O:13])[CH2:9][CH3:10])[CH:5]=[CH:4][N:3]=1)=[CH2:31] |f:2.3.4,^1:50,52,71,90|. Reported procedure: A solution of 1-(4-fluorophenyl)-1H-pyrazolo[3,4-c]pyridine-4-carboxylic acid [(S)-1-(2-bromo-pyridin-4-yl)-propyl]-amide (1.1 g, 2.42 mmol), vinylboranic anhydride pyridine complex (O'shea's reagent) (582 mg, 2.42 mmol), and tetrakistriphenylphosphinepalladium(0) (279 mg, 0.24 mmol) in THF (7 mL) and 20% aqueous sodium carbonate (2.5 mL) was warmed at 70° C. After 18 hours, the mixture was cooled to room temperature, diluted with EtOAc (200 mL), washed with saturated aqueous sodium bicarbonate ...